This data is from the Open Reaction Database (ORD), a public repository of structured organic reaction records. The task is: describe an organic reaction: reactants, conditions, products, and yield Starting materials: NC1=C2C=3C(=NN(C3C=C1)CCN(CC)CC)C1=C(S2)C(=CC=C1)OC (5-amino-N,N-diethyl-7-methoxy-2H[1]benzothiopyrano-[4,3,2-cd]indazole-2-ethanamine), Br.BrCCN (2-bromoethylamine, hyrobromide). Solvent: CCO (EtOH). Product: Br.C(C)N(CCN1N=C2C=3C(=C(C=CC13)NCCN)SC1=C2C=CC=C1OC)CC (N-[2-[2-(Diethylamino)ethyl]-7-methoxy-2H[1]benzothiopyrano[4,3,2-cd]indazol-5-yl]-1,2-ethanediamine, hydrobromide salt). The yield is 34.2%. As a reaction SMILES: [NH2:1][C:2]1[CH:10]=[CH:9][C:8]2[N:7]([CH2:11][CH2:12][N:13]([CH2:16][CH3:17])[CH2:14][CH3:15])[N:6]=[C:5]3[C:18]4[CH:24]=[CH:23][CH:22]=[C:21]([O:25][CH3:26])[C:19]=4[S:20][C:3]=1[C:4]=23.Br.[Br:28][CH2:29][CH2:30][NH2:31]>CCO>[BrH:28].[CH2:16]([N:13]([CH2:14][CH3:15])[CH2:12][CH2:11][N:7]1[C:8]2[CH:9]=[CH:10][C:2]([NH:1][CH2:29][CH2:30][NH2:31])=[C:3]3[S:20][C:19]4[C:21]([O:25][CH3:26])=[CH:22][CH:23]=[CH:24][C:18]=4[C:5]([C:4]=23)=[N:6]1)[CH3:17] |f:1.2,4.5|. Procedure details: Reaction of a solution of 3.5 g (0.0095 mol) of 5-amino-N,N-diethyl-7-methoxy-2H[1]benzothiopyrano-[4,3,2-cd]indazole-2-ethanamine and 5.8 g (0.0283 mol) of 2-bromoethylamine, hyrobromide, in 30 ml of EtOH as described in Example 38 gave 1.6 g of product.